Dataset: the Open Reaction Database (ORD), a public repository of structured organic reaction records. Task: describe an organic reaction: reactants, conditions, products, and yield The reactants are CC[S-], CCS, [Na+], N#CN1Cc2ccccc2-c2ccccc2C1. Product: CCSC(=N)N1Cc2ccccc2-c2ccccc2C1. As a reaction SMILES: [CH2:18]([CH3:19])[S-:20].[CH2:22]([SH:23])[CH3:24].[Na+:21].[cH:1]1[cH:2][cH:3][cH:4][c:5]2[c:11]1-[c:10]1[c:9]([cH:15][cH:14][cH:13][cH:12]1)[CH2:8][N:7]([C:16]#[N:17])[CH2:6]2>>[cH:1]1[cH:2][cH:3][cH:4][c:5]2[c:11]1-[c:10]1[c:9]([cH:15][cH:14][cH:13][cH:12]1)[CH2:8][N:7]([C:16](=[NH:17])[S:20][CH2:18][CH3:19])[CH2:6]2. Reactants: C(C)(C)NC(=O)C1=C(C=CC(=C1)OC1=CC=CC=C1)NC(=O)C1=CC=C(C(=O)OC)C=C1 (methyl 4-((2-(isopropylcarbamoyl)-4-phenoxyphenyl)carbamoyl)benzoate), [OH-].[Na+] (NaOH), Cl (HCl). Solvent: C1CCOC1 (THF). Conditions: time 20 hour. Yields the product C(C)(C)NC(=O)C1=C(C=CC(=C1)OC1=CC=CC=C1)NC(=O)C1=CC=C(C(=O)O)C=C1 (4-((2-(isopropylcarbamoyl)-4-phenoxyphenyl)carbamoyl)benzoic acid). Yield: 94.3%. Reaction SMILES: [CH:1]([NH:4][C:5]([C:7]1[CH:12]=[C:11]([O:13][C:14]2[CH:19]=[CH:18][CH:17]=[CH:16][CH:15]=2)[CH:10]=[CH:9][C:8]=1[NH:20][C:21]([C:23]1[CH:32]=[CH:31][C:26]([C:27]([O:29]C)=[O:28])=[CH:25][CH:24]=1)=[O:22])=[O:6])([CH3:3])[CH3:2].[OH-].[Na+].Cl>C1COCC1>[CH:1]([NH:4][C:5]([C:7]1[CH:12]=[C:11]([O:13][C:14]2[CH:19]=[CH:18][CH:17]=[CH:16][CH:15]=2)[CH:10]=[CH:9][C:8]=1[NH:20][C:21]([C:23]1[CH:24]=[CH:25][C:26]([C:27]([OH:29])=[O:28])=[CH:31][CH:32]=1)=[O:22])=[O:6])([CH3:3])[CH3:2] |f:1.2|. Procedure details: A solution of 34D (80 mg, 0.19 mmol) in THF (2 mL) was treated with 1 N NaOH (0.4 mL). The resulting solution was stirred for 20 hours. The reaction mixture was treated with 1 N HCl (0.6 mL) and partitioned between EtOAc (20 mL) and water (20 mL). The organic layer was washed with brine (20 mL), dried (Na2SO4), and concentrated to afford 34E (75 mg, 94%). HPLC retention time: 4.34 minutes (YMC S-5 ODS-A 4.6×50 mm, 10% to 90% MeOH/H2O w/0.2% H3PO4, 4 minute gradient).